This data is from the Open Reaction Database (ORD), a public repository of structured organic reaction records. The task is: describe an organic reaction: reactants, conditions, products, and yield Starting materials: CCOc1cc(C(C)(C)C)ncc1C1=NC(C)(c2ccc(Cl)cc2)C(C)(c2ccc(Cl)cc2)N1C(=O)Cl, CCOC(=O)C1C2CNCC21. Product: CCOC(=O)C1C2CN(C(=O)N3C(c4cnc(C(C)(C)C)cc4OCC)=NC(C)(c4ccc(Cl)cc4)C3(C)c3ccc(Cl)cc3)CC21. RXN SMILES: [C:1]([CH3:2])([CH3:3])([CH3:4])[c:5]1[cH:6][c:7]([O:35][CH2:36][CH3:37])[c:8]([C:11]2=[N:15][C:14]([CH3:16])([c:17]3[cH:18][cH:19][c:20]([Cl:23])[cH:21][cH:22]3)[C:13]([CH3:24])([c:25]3[cH:26][cH:27][c:28]([Cl:31])[cH:29][cH:30]3)[N:12]2[C:32](=[O:33])[Cl:34])[cH:9][n:10]1.[CH2:38]([CH3:39])[O:40][C:41](=[O:42])[CH:43]1[CH:44]2[CH2:45][NH:46][CH2:47][CH:48]12>>[C:1]([CH3:2])([CH3:3])([CH3:4])[c:5]1[cH:6][c:7]([O:35][CH2:36][CH3:37])[c:8]([C:11]2=[N:15][C:14]([CH3:16])([c:17]3[cH:18][cH:19][c:20]([Cl:23])[cH:21][cH:22]3)[C:13]([CH3:24])([c:25]3[cH:26][cH:27][c:28]([Cl:31])[cH:29][cH:30]3)[N:12]2[C:32](=[O:33])[N:46]2[CH2:45][CH:44]3[CH:43]([C:41]([O:40][CH2:38][CH3:39])=[O:42])[CH:48]3[CH2:47]2)[cH:9][n:10]1.